From a dataset of the Open Reaction Database (ORD), a public repository of structured organic reaction records. describe an organic reaction: reactants, conditions, products, and yield The reactants are O (water), C(C)(=O)OCC (ethyl acetate), NC=1C(=CC2=C(N(N=N2)C2=C(C=CC=C2)OC)C1)F (6-amino-5-fluoro-1-(o-methoxyphenyl) -1H-benzotriazole), C1(C2=C(C(=O)O1)CCCC2)=O (3,4,5,6-tetrahydrophthalic anhydride). Run in C(C)(=O)O (acetic acid), C(Cl)Cl (methylene chloride). Yields the product FC1=CC2=C(N(N=N2)C2=C(C=CC=C2)OC)C=C1N1C(=O)C2=C(CCCC2)C1=O (N- [5 - fluoro- 1 - (o-methoxyphenyl) -1H -benzotriazol-6-yl ]-1-cyclohexene-1,2 -dicarboximide). Reaction SMILES: [NH2:1][C:2]1[C:3]([F:19])=[CH:4][C:5]2[N:9]=[N:8][N:7]([C:10]3[CH:15]=[CH:14][CH:13]=[CH:12][C:11]=3[O:16][CH3:17])[C:6]=2[CH:18]=1.[C:20]1(=O)[O:25][C:23](=[O:24])[C:22]2[CH2:26][CH2:27][CH2:28][CH2:29][C:21]1=2.O.C(OCC)(=O)C>C(O)(=O)C.C(Cl)Cl>[F:19][C:3]1[C:2]([N:1]2[C:20](=[O:25])[C:21]3[CH2:29][CH2:28][CH2:27][CH2:26][C:22]=3[C:23]2=[O:24])=[CH:18][C:6]2[N:7]([C:10]3[CH:15]=[CH:14][CH:13]=[CH:12][C:11]=3[O:16][CH3:17])[N:8]=[N:9][C:5]=2[CH:4]=1. Procedure: A solution of 6-amino-5-fluoro-1-(o-methoxyphenyl) -1H-benzotriazole (5.10 g, 0.019 mol) and 3,4,5,6-tetrahydrophthalic anhydride (3.68 g, 0.024 mol) in acetic acid is refluxed for 6 hours, cooled to room temperature and poured into water. The resultant aqueous mixture is extracted with ethyl acetate. The organic extracts are combined, washed sequentially with water and brine, dried over anhydrous magnesium sulfate and concentrated in vacuo to obtain an orange oil. Flash column chromatography of... Reactants: COC1=CC=CC=2C(=C(OC21)C(=O)OC)OCCCCCCCCC (7-methoxy-3-(nonyloxy)-2-benzofurancarboxylic acid, methyl ester), CC(C)([O-])C.[K+] (potassium tert-butoxide), ice water. The solvent is CS(=O)C (dimethyl sulfoxide). Conditions: time 3 hour. The product is COC1=CC=CC=2C(=C(OC21)C(=O)O)OCCCCCCCCC (7-methoxy-3-(nonyloxy)-2-benzofurancarboxylic acid). The yield is 31.7%. As a reaction SMILES: CC(C)([O-])C.[K+].[CH3:7][O:8][C:9]1[C:17]2[O:16][C:15]([C:18]([O:20]C)=[O:19])=[C:14]([O:22][CH2:23][CH2:24][CH2:25][CH2:26][CH2:27][CH2:28][CH2:29][CH2:30][CH3:31])[C:13]=2[CH:12]=[CH:11][CH:10]=1>CS(C)=O>[CH3:7][O:8][C:9]1[C:17]2[O:16][C:15]([C:18]([OH:20])=[O:19])=[C:14]([O:22][CH2:23][CH2:24][CH2:25][CH2:26][CH2:27][CH2:28][CH2:29][CH2:30][CH3:31])[C:13]=2[CH:12]=[CH:11][CH:10]=1 |f:0.1|. Procedure details: A mixture of 1.34 g (0.012 mole) of potassium tert-butoxide in 50 ml of dimethyl sulfoxide (under a nitrogen atmosphere) is treated with 2.3 g (0.0066 mole) of crude 7-methoxy-3-(nonyloxy)-2-benzofurancarboxylic acid, methyl ester. After stirring at room temperature for three hours, the mixture is added to 400 g of ice/water. The new mixture is extracted with dichloromethane (3×250 ml), and the aqueous layer is cooled in ice and acidified with 4.0 N hydrochloric acid. The semisolid precipitate t... Starting materials: ClC1=C(C(=C(C(=C1Cl)Cl)Cl)Cl)Cl (hexachlorobenzene), ClC1=C(C(=C(C(=C1S)Cl)Cl)Cl)Cl (Pentachlorothiophenol), [N+](=O)(O)[O-] (nitric acid). The solvent is OS(=O)(=O)O.O=S(=O)=O (oleum). Run at time 16 hour. The product is C1(=C(C(=C(C(=C1Cl)Cl)Cl)Cl)Cl)[N+](=O)[O-] (PCNB). Yield: 73.5%. RXN SMILES: [Cl:1][C:2]1[C:7](S)=[C:6]([Cl:9])[C:5]([Cl:10])=[C:4]([Cl:11])[C:3]=1[Cl:12].[N+:13]([O-])([OH:15])=[O:14].ClC1C(Cl)=C(Cl)C(Cl)=C(Cl)C=1Cl>OS(O)(=O)=O.O=S(=O)=O>[C:7]1([N+:13]([O-:15])=[O:14])[C:2]([Cl:1])=[C:3]([Cl:12])[C:4]([Cl:11])=[C:5]([Cl:10])[C:6]=1[Cl:9] |f:3.4|. Procedure: Pentachlorothiophenol (10.0 g, 0.035 mol) was added to 60.0 g of 70% nitric acid at room temperature. The reaction mixture was heated at reflux 7 hr followed by stirring at room temperature 16 hr. At this point, 40 mL of 30% oleum (30% by weight sulfur trioxide in sulfuric acid) was added at such a rate that the temperature was maintained between 55° and 60° C. After the addition was complete (30 min), the reaction mixture was heated at 108° C. for 30 minutes. The reaction mixture was then coole... The reactants are Cc1cc([N+](=O)[O-])ccc1SCc1ccccn1, CC(=O)O, [Fe]. The product is Cc1cc(N)ccc1SCc1ccccn1. Reaction SMILES: [CH3:1][c:2]1[c:3]([S:11][CH2:12][c:13]2[n:14][cH:15][cH:16][cH:17][cH:18]2)[cH:4][cH:5][c:6]([N+:8]([O-:9])=[O:10])[cH:7]1.[CH3:20][C:21](=[O:22])[OH:23].[Fe:19]>>[CH3:1][c:2]1[c:3]([S:11][CH2:12][c:13]2[n:14][cH:15][cH:16][cH:17][cH:18]2)[cH:4][cH:5][c:6]([NH2:8])[cH:7]1. Starting materials: Cl.NO (hydroxylamine hydrochloride), C([O-])([O-])=O.[Na+].[Na+] (sodium carbonate), CC1=C(C(=O)C2=C(C1=O)N3C[C@H]4[C@@H]([C@@]3([C@@H]2COC(=O)N)OC)N4C)OC (mitomycin F). Product: NC(=O)OCC1C2(N(C=3C(=C(C(=C(C13)O)N=O)C)O)CC1C2N1C)OC (8-{[(aminocarbonyl) oxy]methyl}-4,7-dihydroxy-1,5-dimethyl-1,1a,2,8,8a,8b-hexahydro-8a-methoxy-6-nitroso-azirino [2',3': 3,4]pyrrolo [1,2-a]indole). Yield: 97.7%. Reaction SMILES: Cl.[NH2:2][OH:3].C(=O)([O-])[O-].[Na+].[Na+].[CH3:10][C:11]1[C:17](=[O:18])[C:16]2[N:19]3[C@@:23]([O:30][CH3:31])([C@H:24]([CH2:25][O:26][C:27]([NH2:29])=[O:28])[C:15]=2[C:13](=[O:14])[C:12]=1OC)[C@H:22]1[N:32]([CH3:33])[C@H:21]1[CH2:20]3>>[NH2:29][C:27]([O:26][CH2:25][CH:24]1[C:15]2[C:13]([OH:14])=[C:12]([N:2]=[O:3])[C:11]([CH3:10])=[C:17]([OH:18])[C:16]=2[N:19]2[CH2:20][CH:21]3[N:32]([CH3:33])[CH:22]3[C:23]12[O:30][CH3:31])=[O:28] |f:0.1,2.3.4|. Reported procedure: In a similar manner to that described in Example 1, hydroxylamine hydrochloride (0.038 g), anhydrous sodium carbonate (0.033 g) and mitomycin F (0.100 g) are used to obtain the desired product (0.098 g; yield 87.0%). Reactants: [NH4+].[Cl-] (NH4Cl), C(#N)CC1CN(C1)C(C1=CC=CC=C1)C1=CC=CC=C1 (3-cyanomethyl-1-benzhydryl azetidine), [H-].[H-].[H-].[H-].[Li+].[Al+3] (LiAlH4), [H-] (hydride). The solvent is C1CCOC1 (THF). Product: NCCC1CN(C1)C(C1=CC=CC=C1)C1=CC=CC=C1 (3-aminoethyl-1-benzhydryl azetidine). Isolated yield 86.5%. As a reaction SMILES: [C:1]([CH2:3][CH:4]1[CH2:7][N:6]([CH:8]([C:15]2[CH:20]=[CH:19][CH:18]=[CH:17][CH:16]=2)[C:9]2[CH:14]=[CH:13][CH:12]=[CH:11][CH:10]=2)[CH2:5]1)#[N:2].[H-].[H-].[H-].[H-].[Li+].[Al+3].[H-].[NH4+].[Cl-]>C1COCC1>[NH2:2][CH2:1][CH2:3][CH:4]1[CH2:7][N:6]([CH:8]([C:15]2[CH:20]=[CH:19][CH:18]=[CH:17][CH:16]=2)[C:9]2[CH:10]=[CH:11][CH:12]=[CH:13][CH:14]=2)[CH2:5]1 |f:1.2.3.4.5.6,8.9|. Procedure: 5.7 g (21.7 mmol) of 3-cyanomethyl-1-benzhydryl azetidine was added slowly to a suspention of 2.9 g (76.0 mmol) of LiAlH4 in 80 mL of dry THF at roomtemperature. The reaction mixture was refluxed for 4 h. Excess hydride reagent was hydrolyzed by careful addition, with cooling, of NH4Cl(aq), the gelatinous mixture was filtered and the filter cake was washed repeatedly with THF. The solvent was evaporated, the residue was dissolved in diethyl ether, washed with brine and dried with Na2SO4. Evapora... Reactants: NCC1=NOC(=N1)[C@@H](CC(=O)OC(C)(C)C)CCCC1CCCCC1 (tert-butyl(3R)-3-[3-(aminomethyl)-1,2,4-oxadiazol-5-yl]-6-cyclohexylhexanoate), N1=C(C=CC=C1C)C (2,6-lutidine), C(C)(C)S(=O)(=O)Cl (isopropanesulphonylchloride). Solvent: C(Cl)Cl (DCM), C(Cl)Cl (DCM). Reaction conditions: time 18 hour. The product is C1(CCCCC1)CCC[C@H](CC(=O)OC(C)(C)C)C1=NC(=NO1)CNS(=O)(=O)C(C)C (tert-butyl(3R)-6-cyclohexyl-3-(3-{[(isopropylsulfonyl)amino]methyl}-1,2,4-oxadiazol-5-yl)hexanoate). Yield: 56.2%. As a reaction SMILES: [NH2:1][CH2:2][C:3]1[N:7]=[C:6]([C@H:8]([CH2:17][CH2:18][CH2:19][CH:20]2[CH2:25][CH2:24][CH2:23][CH2:22][CH2:21]2)[CH2:9][C:10]([O:12][C:13]([CH3:16])([CH3:15])[CH3:14])=[O:11])[O:5][N:4]=1.N1C(C)=CC=CC=1C.[CH:34]([S:37](Cl)(=[O:39])=[O:38])([CH3:36])[CH3:35]>C(Cl)Cl>[CH:20]1([CH2:19][CH2:18][CH2:17][C@@H:8]([C:6]2[O:5][N:4]=[C:3]([CH2:2][NH:1][S:37]([CH:34]([CH3:36])[CH3:35])(=[O:39])=[O:38])[N:7]=2)[CH2:9][C:10]([O:12][C:13]([CH3:15])([CH3:16])[CH3:14])=[O:11])[CH2:21][CH2:22][CH2:23][CH2:24][CH2:25]1. Procedure: A solution of tert-butyl(3R)-3-[3-(aminomethyl)-1,2,4-oxadiazol-5-yl]-6-cyclohexylhexanoate (preparation 18) (216 mg, 0.61 mmol) and 2,6-lutidine (180 μl, 1.50 mmol) in DCM (3 ml) was treated with isopropanesulphonylchloride (100 μl, 0.90 mmol) and stirred at room temperature for 18 hours. Reaction was complete but it was left for 12 days before purification commenced. The reaction mixture was diluted with DCM and washed with 1M HCl (2×20 ml), sat. NaHCO3 solution and brine. The organic extract ... Product: ClC=1C=C2C=CC(=CC2=CC1)B(O)O ((6-Chloro-2-naphthyl)boronic acid). Reaction SMILES: [Cl:1][C:2]1[CH:3]=[C:4]2[C:9](=[CH:10][CH:11]=1)[CH:8]=[C:7]([B:12]1[O:16]C(C)(C)C(C)(C)[O:13]1)[CH:6]=[CH:5]2.Cl>CC(C)=O>[Cl:1][C:2]1[CH:3]=[C:4]2[C:9](=[CH:10][CH:11]=1)[CH:8]=[C:7]([B:12]([OH:16])[OH:13])[CH:6]=[CH:5]2. Run in CC(=O)C (acetone). Reactants: ClC=1C=C2C=CC(=CC2=CC1)B1OC(C(O1)(C)C)(C)C (2-(6-Chloro-2-naphthyl)-4,4,5,5-tetramethyl-1,3,2-dioxaborolane), Cl (hydrochloric acid). Run at temperature 50 celsius. Procedure details: 2-(6-Chloro-2-naphthyl)-4,4,5,5-tetramethyl-1,3,2-dioxaborolane (340 mg, 1.18 mmol) was suspended in a mixture of 20 mL of acetone and 5 mL of aqueous 2N hydrochloric acid and heated at 50° C. for 16 h. The product was purified by reverse phase HPLC to provide the title compound as a white powder. 1H NMP (500 MHz, DMSO) δ: 8.38 (s, 1H); 8.23 (s, 2H); 8.01 (d, J=2.1 Hz, 1H); 7.95 (d, J=8.7 Hz, 1H); 7.91 (d, 8.2 Hz, 1H); 7.84 (d, J=8.2 Hz, 1H); 7.50 (dd, J=2.3, 8.7 Hz, 1H).